Task: describe an organic reaction: reactants, conditions, products, and yield. Dataset: the Open Reaction Database (ORD), a public repository of structured organic reaction records The reactants are [H-].[Al+3].[Li+].[H-].[H-].[H-] (Lithium aluminium hydride), N1=CC=C(C=C1)C=1C(=NN(C1)COCC[Si](C)(C)C)C=1C=C(C#N)C=CC1 (3-[4-pyridin-4-yl-1-(2-trimethylsilanyl-ethoxymethyl)-1H-pyrazol-3-yl]-benzonitrile). Run in C1CCOC1 (THF). Yields the product N1=CC=C(C=C1)C=1C(=NN(C1)COCC[Si](C)(C)C)C=1C=C(CN)C=CC1 (3-[4-pyridin-4-yl-1-(2-trimethylsilanyl-ethoxymethyl)-1H-pyrazol-3-yl]-benzylamine). The yield is 57.2%. RXN SMILES: [H-].[Al+3].[Li+].[H-].[H-].[H-].[N:7]1[CH:12]=[CH:11][C:10]([C:13]2[C:14]([C:26]3[CH:27]=[C:28]([CH:31]=[CH:32][CH:33]=3)[C:29]#[N:30])=[N:15][N:16]([CH2:18][O:19][CH2:20][CH2:21][Si:22]([CH3:25])([CH3:24])[CH3:23])[CH:17]=2)=[CH:9][CH:8]=1>C1COCC1>[N:7]1[CH:8]=[CH:9][C:10]([C:13]2[C:14]([C:26]3[CH:27]=[C:28]([CH:31]=[CH:32][CH:33]=3)[CH2:29][NH2:30])=[N:15][N:16]([CH2:18][O:19][CH2:20][CH2:21][Si:22]([CH3:25])([CH3:23])[CH3:24])[CH:17]=2)=[CH:11][CH:12]=1 |f:0.1.2.3.4.5|. Procedure details: Lithium aluminium hydride (1 M in THF, 68.2 mmol, 10 eq) was added to a solution of 3-[4-pyridin-4-yl-1-(2-trimethylsilanyl-ethoxymethyl)-1H-pyrazol-3-yl]-benzonitrile (2.57 g, 6.82 mmol) in dry THF (45.0 mL) under nitrogen and the reaction mixture was stirred at reflux for 3 hours. The reaction was cooled down in an ice bath and distilled water was added dropwise followed by a 1M NaOH solution (7.5 ml). The organic layer was removed under vacuum and DCM was added (30 ml) to the water phase. The... Starting materials: C1=CC(=CC(=C1)Cl)C(=O)OO (m-CPBA), S1C2=C(C=C1)C(=CC=C2)NC=2N=C(N=NC2C(=O)OCC)SC (ethyl 5-(benzo[b]thiophen-4-ylamino)-3-(methylthio)-1,2,4-triazine-6-carboxylate), C(C)(C)(C)OC(N[C@@H]1[C@@H](CCCC1)N)=O (tert-butyl((1S,2R)-2-aminocyclohexyl)carbamate), C(C)(C)N(CC)C(C)C (diisopropylethylamine). The solvent is C(Cl)(Cl)Cl (chloroform), C(C)(=O)OCC (ethyl acetate), C(Cl)(Cl)Cl (chloroform). Conditions: time 10 minute. Product: S1C2=C(C=C1)C(=CC=C2)NC=2N=C(N=NC2C(=O)OCC)N[C@H]2[C@H](CCCC2)NC(=O)OC(C)(C)C (ethyl 5-(benzo[b]thiophen-4-ylamino)-3-((1R,2S)-2-(tert-butoxycarbonylamino)cyclohexylamino)-1,2,4-triazine-6-carboxylate). RXN SMILES: C1C=C(Cl)C=C(C(OO)=O)C=1.[S:12]1[CH:16]=[CH:15][C:14]2[C:17]([NH:21][C:22]3[N:23]=[C:24](SC)[N:25]=[N:26][C:27]=3[C:28]([O:30][CH2:31][CH3:32])=[O:29])=[CH:18][CH:19]=[CH:20][C:13]1=2.[C:35]([O:39][C:40](=[O:49])[NH:41][C@H:42]1[CH2:47][CH2:46][CH2:45][CH2:44][C@H:43]1[NH2:48])([CH3:38])([CH3:37])[CH3:36].C(N(C(C)C)CC)(C)C>C(Cl)(Cl)Cl.C(OCC)(=O)C>[S:12]1[CH:16]=[CH:15][C:14]2[C:17]([NH:21][C:22]3[N:23]=[C:24]([NH:48][C@@H:43]4[CH2:44][CH2:45][CH2:46][CH2:47][C@@H:42]4[NH:41][C:40]([O:39][C:35]([CH3:38])([CH3:37])[CH3:36])=[O:49])[N:25]=[N:26][C:27]=3[C:28]([O:30][CH2:31][CH3:32])=[O:29])=[CH:18][CH:19]=[CH:20][C:13]1=2. Reported procedure: A solution of m-CPBA (65 mg) in chloroform (1.5 ml) was added to a solution of ethyl 5-(benzo[b]thiophen-4-ylamino)-3-(methylthio)-1,2,4-triazine-6-carboxylate obtained in the above-described Step 1 (33 mg) in chloroform (1.5 ml), the reaction solution was stirred at room temperature for 10 minutes. Thereafter, tert-butyl((1S,2R)-2-aminocyclohexyl)carbamate (60 mg) and diisopropylethylamine (0.10 ml) were added, and then the reaction solution was stirred at room temperature for 3 hours. The reac... The reactants are OCC(CO)(CO)CO (pentaerythritol), C[Si](Cl)(C)C (trimethylchlorosilane). Reagents/catalysts: [Cl-].C(C)[N+](CC1=CC=CC=C1)(CC)CC (triethylbenzyl ammonium chloride). Product: C[Si](OCC(CO[Si](C)(C)C)(CO[Si](C)(C)C)CO[Si](C)(C)C)(C)C (2,2-bis-trimethylsiloxymethyl-1,3-bis-trimethylsiloxypropane). RXN SMILES: [OH:1][CH2:2][C:3]([CH2:8][OH:9])([CH2:6][OH:7])[CH2:4][OH:5].[CH3:10][Si:11]([CH3:14])([CH3:13])Cl>[Cl-].C([N+](CC)(CC)CC1C=CC=CC=1)C>[CH3:10][Si:11]([CH3:14])([CH3:13])[O:1][CH2:2][C:3]([CH2:8][O:9][Si:11]([CH3:14])([CH3:13])[CH3:10])([CH2:6][O:7][Si:11]([CH3:14])([CH3:13])[CH3:10])[CH2:4][O:5][Si:11]([CH3:14])([CH3:13])[CH3:10] |f:2.3|. Procedure details: 1 mole of pentaerythritol, 6 moles of trimethylchlorosilane and 0.004 moles of triethylbenzyl ammonium chloride were reacted at the reflux temperature (54°-86° C.) as in Example 1 and then worked up by distillation. The reactants are FC(C1=CC=C(C(=O)Cl)C=C1)(F)F (4-trifluoromethylbenzoyl chloride), Cl (hydrochloric acid), [Cl-].[Al+3].[Cl-].[Cl-] (Aluminium chloride), C(C)C1=CC=C(C=C1)OC (4-ethylanisole). Solvent: ClCCl (dichloromethane), ClCCl (dichloromethane). Conditions: time 8 hour. Yields the product C(C)C=1C=CC(=C(C(=O)C2=CC=C(C=C2)C(F)(F)F)C1)OC (5-ethyl-2-methoxy-4'-trifluoromethylbenzophenone). The yield is 88.5%. Reaction SMILES: [Cl-].[Al+3].[Cl-].[Cl-].[F:5][C:6]([F:17])([F:16])[C:7]1[CH:15]=[CH:14][C:10]([C:11](Cl)=[O:12])=[CH:9][CH:8]=1.[CH2:18]([C:20]1[CH:25]=[CH:24][C:23]([O:26][CH3:27])=[CH:22][CH:21]=1)[CH3:19].Cl>ClCCl>[CH2:18]([C:20]1[CH:21]=[CH:22][C:23]([O:26][CH3:27])=[C:24]([CH:25]=1)[C:11]([C:10]1[CH:14]=[CH:15][C:7]([C:6]([F:17])([F:16])[F:5])=[CH:8][CH:9]=1)=[O:12])[CH3:19] |f:0.1.2.3|. Procedure details: Aluminium chloride (0.6 g, 0.004 mole) was stirred in dichloromethane (2 ml) and treated with 4-trifluoromethylbenzoyl chloride (1 g, 0.0048 mole) (ice-bath cooling) and then with 4-ethylanisole (0.6 g, 0.0044 mole) in dichloromethane (1 ml). The mixture was stirred at room temperature overnight and then poured into ice and concentrated hydrochloric acid and extracted with chloroform. The chloroform solution was washed with 10% NaHCO3 solution (100 ml), dried (MgSO4), filtered and evaporated to ... The reactants are ClC1=CC=C(C=C1)C(NC(C)C1=CC(=CC(=C1)F)F)C1=CC(=CC=C1)[N+](=O)[O-] (N-[(4-chlorophenyl)-(3-nitrophenyl)methyl]-N-[1-(3,5-difluorophenyl)ethyl]amine), [BH4-].[Na+] (sodium borohydride). The reagents and catalysts are O.O.O.O.O.O.[Ni](Cl)Cl (nickel chloride hexahydrate). Product: ClC1=CC=C(C=C1)C(C=1C=C(C=CC1)N)NC(C)C1=CC(=CC(=C1)F)F (3-{(4-Chlorophenyl)-[1-(3,5-difluorophenyl)ethylamino]methyl}phenylamine). As a reaction SMILES: [Cl:1][C:2]1[CH:7]=[CH:6][C:5]([CH:8]([C:20]2[CH:25]=[CH:24][CH:23]=[C:22]([N+:26]([O-])=O)[CH:21]=2)[NH:9][CH:10]([C:12]2[CH:17]=[C:16]([F:18])[CH:15]=[C:14]([F:19])[CH:13]=2)[CH3:11])=[CH:4][CH:3]=1.[BH4-].[Na+]>O.O.O.O.O.O.[Ni](Cl)Cl>[Cl:1][C:2]1[CH:7]=[CH:6][C:5]([CH:8]([NH:9][CH:10]([C:12]2[CH:17]=[C:16]([F:18])[CH:15]=[C:14]([F:19])[CH:13]=2)[CH3:11])[C:20]2[CH:21]=[C:22]([NH2:26])[CH:23]=[CH:24][CH:25]=2)=[CH:4][CH:3]=1 |f:1.2,3.4.5.6.7.8.9|. Reported procedure: Following a reaction and purification procedure similar to those described in Example (59b), 2.79 g of N-[(4-chlorophenyl)-(3-nitrophenyl)methyl]-N-[1-(3,5-difluorophenyl)ethyl]amine [prepared as described in step (a) above], 3.79, of nickel chloride hexahydrate and 1.10 g of sodium borohydride were reacted, to obtain 808 mg of isomer A and 572 mg of isomer B of the title compound as colorless oils, respectively. The reactants are C(C)OC1=C(C=CC=C1)C1=NN2C(C(N1)=O)=C(N=C2CC(C)CC)C (2-(2-Ethoxyphenyl)-5-methyl-7-(2-ethylpropyl)-3H-imidazo[5,1-f][1,2,4]-triazin- 4-one), S(=O)(=O)(Cl)Cl (sulphonyl chloride). The product is C(C)OC1=C(C=C(C=C1)S(=O)(=O)Cl)C1=NN2C(C(N1)=O)=C(N=C2CC(C)CC)C (4-Ethoxy-3-(5-methyl-4-oxo-7-(2-ethylpropyl)-3,4-dihydro-imidazo[5,1-f][1,2,4]-triazin-2-yl)-benzenesulphonyl chloride). Reaction SMILES: [CH2:1]([O:3][C:4]1[CH:9]=[CH:8][CH:7]=[CH:6][C:5]=1[C:10]1[NH:15][C:14](=[O:16])[C:13]2=[C:17]([CH3:25])[N:18]=[C:19]([CH2:20][CH:21]([CH2:23][CH3:24])[CH3:22])[N:12]2[N:11]=1)[CH3:2].[S:26](Cl)([Cl:29])(=[O:28])=[O:27]>>[CH2:1]([O:3][C:4]1[CH:9]=[CH:8][C:7]([S:26]([Cl:29])(=[O:28])=[O:27])=[CH:6][C:5]=1[C:10]1[NH:15][C:14](=[O:16])[C:13]2=[C:17]([CH3:25])[N:18]=[C:19]([CH2:20][CH:21]([CH2:23][CH3:24])[CH3:22])[N:12]2[N:11]=1)[CH3:2]. Reported procedure: The preparation is carried out analogously to the procedure of Example 27A using 7.23 g (0.12 mmol) of 2-(2-ethoxyphenyl)-5-methyl-7-(2-ethylpropyl)-1H-imidazo-[5,1-f][1,2,4]-triazin-4-one (Example 18A). This gives 8.56 g (91.9%) of sulphonyl chloride as a white solid which is directly reacted further. Starting materials: C1CNCCN1, O=S1CCN(c2nc(Cl)nc3c(NCc4ccc(F)cc4)ncnc23)CC1, C1COCCO1. Yields the product O=S1CCN(c2nc(N3CCNCC3)nc3c(NCc4ccc(F)cc4)ncnc23)CC1. Reaction SMILES: [CH2:28]1[CH2:29][NH:30][CH2:31][CH2:32][NH:33]1.[Cl:1][c:2]1[n:3][c:4]([N:21]2[CH2:22][CH2:23][S:24](=[O:27])[CH2:25][CH2:26]2)[c:5]2[c:6]([n:7]1)[c:8]([NH:12][CH2:13][c:14]1[cH:15][cH:16][c:17]([F:20])[cH:18][cH:19]1)[n:9][cH:10][n:11]2.[O:34]1[CH2:35][CH2:36][O:37][CH2:38][CH2:39]1>>[c:2]1([N:30]2[CH2:29][CH2:28][NH:33][CH2:32][CH2:31]2)[n:3][c:4]([N:21]2[CH2:22][CH2:23][S:24](=[O:27])[CH2:25][CH2:26]2)[c:5]2[c:6]([n:7]1)[c:8]([NH:12][CH2:13][c:14]1[cH:15][cH:16][c:17]([F:20])[cH:18][cH:19]1)[n:9][cH:10][n:11]2.